From a dataset of the Open Reaction Database (ORD), a public repository of structured organic reaction records. describe an organic reaction: reactants, conditions, products, and yield Starting materials: N1CCCC1 (pyrrolidine), CCOC(=O)C (EtOAc), ClC1=NC=C(C=C1)[N+](=O)[O-] (2-chloro-5-nitropyridine), C([O-])([O-])=O.[K+].[K+] (potassium carbonate). Run in CN(C)C=O (DMF). Conditions: time 72 hour. Yields the product [N+](=O)([O-])C=1C=CC(=NC1)N1CCCC1 (5-nitro-2-pyrrolidin-1-yl-pyridine). RXN SMILES: Cl[C:2]1[CH:7]=[CH:6][C:5]([N+:8]([O-:10])=[O:9])=[CH:4][N:3]=1.C(=O)([O-])[O-].[K+].[K+].[NH:17]1[CH2:21][CH2:20][CH2:19][CH2:18]1.CCOC(C)=O>CN(C=O)C>[N+:8]([C:5]1[CH:6]=[CH:7][C:2]([N:17]2[CH2:21][CH2:20][CH2:19][CH2:18]2)=[N:3][CH:4]=1)([O-:10])=[O:9] |f:1.2.3|. Reported procedure: To a stirring mixture of 2-chloro-5-nitropyridine (5.0 g, 31.5 mmol), potassium carbonate (7.0 g, 50.4 mmol), in 65 ml of DMF add pyrrolidine (6.7 g, 95 mmol) and stir at room temperature for 72 h. Dilute reaction mixture with 100 ml EtOAc and wash 2 times with 100 ml saturated NaHCO3, and 2 times with 100 ml of brine. Dry organics over Na2SO4, and evaporate in vacuo to obtain 5-nitro-2-pyrrolidin-1-yl-pyridine. Mass spec.: m+1=194 (AP+). The reactants are CCN=C=NCCCN(C)C, CC1(C)OCC(Cn2ccc(N)n2)O1, COCCC(C(=O)O)N1CC(Oc2ccccc2Cl)=CC1=O, ClCCl. Yields the product COCCC(C(=O)Nc1ccn(CC2COC(C)(C)O2)n1)N1CC(Oc2ccccc2Cl)=CC1=O. RXN SMILES: [CH3:23][N:24]([CH3:25])[CH2:26][CH2:27][CH2:28][N:29]=[C:30]=[N:31][CH2:32][CH3:33].[CH3:34][C:35]1([CH3:47])[O:36][CH2:37][CH:38]([CH2:40][n:41]2[n:42][c:43]([NH2:46])[cH:44][cH:45]2)[O:39]1.[Cl:1][c:2]1[c:3]([O:4][C:5]2=[CH:6][C:7](=[O:18])[N:8]([CH:10]([C:11](=[O:12])[OH:13])[CH2:14][CH2:15][O:16][CH3:17])[CH2:9]2)[cH:19][cH:20][cH:21][cH:22]1.[Cl:48][CH2:49][Cl:50]>>[Cl:1][c:2]1[c:3]([O:4][C:5]2=[CH:6][C:7](=[O:18])[N:8]([CH:10]([C:11](=[O:13])[NH:46][c:43]3[n:42][n:41]([CH2:40][CH:38]4[CH2:37][O:36][C:35]([CH3:34])([CH3:47])[O:39]4)[cH:45][cH:44]3)[CH2:14][CH2:15][O:16][CH3:17])[CH2:9]2)[cH:19][cH:20][cH:21][cH:22]1. The reactants are COC1=CSC=C1OC (3,4-dimethoxythiophene), COCCOCCOCCOCC(CO)O ({2-[2-(2-methoxy-ethoxy)-ethoxy]-ethoxymethyl}-1,2-ethanediol), C(Cl)Cl (methylene chloride). The solvent is C1(=CC=CC=C1)C (toluene). Run at temperature 100 celsius. Product: COCCOCCOCCOCC1COC=2C(O1)=CSC2 (2-{2-[2-(2-methoxy-ethoxy)-ethoxy]-ethoxymethyl}-2,3-dihydro-thieno[3,4-b][1,4]dioxine). RXN SMILES: [CH3:1][O:2][C:3]1[C:7]([O:8][CH3:9])=[CH:6][S:5][CH:4]=1.[CH3:10][O:11][CH2:12][CH2:13][O:14][CH2:15][CH2:16][O:17][CH2:18][CH2:19][O:20][CH2:21]C(O)CO.C(Cl)Cl>C1(C)C=CC=CC=1>[CH3:21][O:20][CH2:19][CH2:18][O:17][CH2:16][CH2:15][O:14][CH2:13][CH2:12][O:11][CH2:10][CH:1]1[O:2][C:3]2=[CH:4][S:5][CH:6]=[C:7]2[O:8][CH2:9]1. Procedure: A transetherification reaction between 3,4-dimethoxythiophene (12.9 g, 89 mmol) and {2-[2-(2-methoxy-ethoxy)-ethoxy]-ethoxymethyl}-1,2-ethanediol (24.5 g) in toluene (150 mL) was performed by heating (at 100° C.) a mixture of these compounds under a continuous nitrogen flow for 24 h. Subsequently, the reaction mixture was poured into methylene chloride (200 mL) and the organic phase was washed with a 1M aqueous sodium hydrogen carbonate solution, an aqueous concentrated sodium chloride solution,... Conditions: time 16 hour. Reaction SMILES: [CH2:1]([C:3]1[CH:8]=[C:7]([C:9]2[N:13]=[C:12]([C:14]3[CH:19]=[C:18]([CH3:20])[CH:17]=[C:16]([CH2:21][N:22]([CH2:24][CH3:25])[CH3:23])[CH:15]=3)[O:11][N:10]=2)[CH:6]=[C:5]([CH3:26])[C:4]=1[OH:27])[CH3:2].[CH2:28]([C@@H:30]1[O:32][CH2:31]1)Cl>C(O)(C)C.[OH-].[Na+]>[CH2:24]([N:22]([CH2:21][C:16]1[CH:17]=[C:18]([CH3:20])[CH:19]=[C:14]([C:12]2[O:11][N:10]=[C:9]([C:7]3[CH:6]=[C:5]([CH3:26])[C:4]([O:27][CH2:28][C@@H:30]4[CH2:31][O:32]4)=[C:3]([CH2:1][CH3:2])[CH:8]=3)[N:13]=2)[CH:15]=1)[CH3:23])[CH3:25] |f:3.4|. Product: C(C)N(C)CC1=CC(=CC(=C1)C)C1=NC(=NO1)C1=CC(=C(C(=C1)C)OC[C@H]1OC1)CC (ethyl-{3-[3-((S)-3-ethyl-5-methyl-4-oxiranylmethoxy-phenyl)-[1,2,4]oxadiazol-5-yl]-5-methyl-benzyl}-methyl-amine), resin. Procedure: To a bi-phasic mixture of 2-ethyl-4-(5-{3-[(ethyl-methyl-amino)-methyl]-5-methyl-phenyl}-[1,2,4]oxadiazol-3-yl)-6-methyl-phenol (1.74 g, 4.76 mmol) in isopropanol (100 mL) and 3M aq. NaOH (23 mL), (R)-epichlorohydrin (4.40 g, 47.6 mmol) is added. The mixture is stirred at rt for 16 h before it is concentrated to about half its volume. The remaining solution is extracted with EA, the org. extract is washed with 1M aq. NaOH followed by water. The washings are extracted back with EA. The combined o... Run in C(C)(C)O (isopropanol), [OH-].[Na+] (NaOH). The reactants are C(C)C1=C(C(=CC(=C1)C1=NOC(=N1)C1=CC(=CC(=C1)C)CN(C)CC)C)O (2-ethyl-4-(5-{3-[(ethyl-methyl-amino)-methyl]-5-methyl-phenyl}-[1,2,4]oxadiazol-3-yl)-6-methyl-phenol), C(Cl)[C@H]1CO1 ((R)-epichlorohydrin). Reactants: S(=O)(=O)(C1=CC=C(C)C=C1)Cl (TsCl), N1=CC=CC=C1 (pyridine), N(=[N+]=[N-])CCCCCCCO (7-azidoheptanol). Run in C(Cl)Cl (CH2Cl2), CCOC(=O)C (EtOAc). Run at time 18 hour. The product is N(=[N+]=[N-])CCCCCCCOS(=O)(=O)C1=CC=C(C)C=C1 (7-azidoheptyltosylate). The yield is 65.7%. Reaction SMILES: [S:1](Cl)([C:4]1[CH:10]=[CH:9][C:7]([CH3:8])=[CH:6][CH:5]=1)(=[O:3])=[O:2].N1C=CC=CC=1.[N:18]([CH2:21][CH2:22][CH2:23][CH2:24][CH2:25][CH2:26][CH2:27][OH:28])=[N+:19]=[N-:20]>C(Cl)Cl.CCOC(C)=O>[N:18]([CH2:21][CH2:22][CH2:23][CH2:24][CH2:25][CH2:26][CH2:27][O:28][S:1]([C:4]1[CH:10]=[CH:9][C:7]([CH3:8])=[CH:6][CH:5]=1)(=[O:3])=[O:2])=[N+:19]=[N-:20]. Reported procedure: TsCl (955 mg, 5.0 mmol) and pyridine (435 μL, 5.4 mmol) were added to a solution of 7-azidoheptanol (700 mg, 4.5 mmol) in CH2Cl2 (5 mL). The solution was stirred for 18 h at r.t. The solution was diluted with EtOAc (20 mL) and washed with 5% aqueous KHSO4 solution, sat. aqueous NaHCO3 solution and pH 7 phosphate buffer. The org. layer was concentrated and the residue was treated with water (10 mL) for 4 h to hydrolyse excess TsCl. The mixture was diluted with EtOAc (20 mL), washed with aqueous N...